Dataset: the Open Reaction Database (ORD), a public repository of structured organic reaction records. Task: describe an organic reaction: reactants, conditions, products, and yield Starting materials: intermediate B2, FC=1C=C(C=CC1)B(O)O (3-fluorophenylboronic acid), C(=O)([O-])[O-].[Cs+].[Cs+] (Cs2CO3), BrC1=C(OC(C2=CC=CC=C12)=O)CO (4-bromo-3-(hydroxymethyl)-1H-isochromen-1-one), BrC1=C(OC(C2=CC=CC=C12)=O)CO (4-bromo-3-(hydroxymethyl)-1H-isochromen-1-one). Reagents/catalysts: C=1C=CC(=CC1)[P](C=2C=CC=CC2)(C=3C=CC=CC3)[Pd]([P](C=4C=CC=CC4)(C=5C=CC=CC5)C=6C=CC=CC6)([P](C=7C=CC=CC7)(C=8C=CC=CC8)C=9C=CC=CC9)[P](C=1C=CC=CC1)(C=1C=CC=CC1)C=1C=CC=CC1 (Pd(PPh3)4). The product is FC=1C=C(C=CC1)C1=C(OC(C2=CC=CC=C12)=O)CO (4-(3-Fluorophenyl)-3-(hydroxymethyl)-1H-isochromen-1-one). Yield: 39.6%. Reaction SMILES: Br[C:2]1[C:11]2[C:6](=[CH:7][CH:8]=[CH:9][CH:10]=2)[C:5](=[O:12])[O:4][C:3]=1[CH2:13][OH:14].[F:15][C:16]1[CH:17]=[C:18](B(O)O)[CH:19]=[CH:20][CH:21]=1.C([O-])([O-])=O.[Cs+].[Cs+]>C1C=CC([P]([Pd]([P](C2C=CC=CC=2)(C2C=CC=CC=2)C2C=CC=CC=2)([P](C2C=CC=CC=2)(C2C=CC=CC=2)C2C=CC=CC=2)[P](C2C=CC=CC=2)(C2C=CC=CC=2)C2C=CC=CC=2)(C2C=CC=CC=2)C2C=CC=CC=2)=CC=1>[F:15][C:16]1[CH:21]=[C:20]([C:2]2[C:11]3[C:6](=[CH:7][CH:8]=[CH:9][CH:10]=3)[C:5](=[O:12])[O:4][C:3]=2[CH2:13][OH:14])[CH:19]=[CH:18][CH:17]=1 |f:2.3.4,^1:34,36,55,74|. Procedure details: The title compound was made in a similar way as that of the intermediate B2 using 4-bromo-3-(hydroxymethyl)-1H-isochromen-1-one (Intermediate A1, 0.5 g, 1.960 mmol), 3-fluorophenylboronic acid (0.4 g, 2.86 mmol), Pd(PPh3)4 (0.136 g, 0.118 mmol) and Cs2CO3 (0.96 g, 2.94 mmol) to afford the title compound (0.21 g, 40%). Starting materials: CC1Cc2ccccc2N1, COc1cc2ncnc(Cl)c2cc1OC. Yields the product COc1cc2ncnc(N3c4ccccc4CC3C)c2cc1OC. RXN SMILES: [CH3:1][CH:2]1[NH:3][c:4]2[cH:5][cH:6][cH:7][cH:8][c:9]2[CH2:10]1.[Cl:11][c:12]1[n:13][cH:14][n:15][c:16]2[cH:17][c:18]([O:24][CH3:25])[c:19]([O:22][CH3:23])[cH:20][c:21]12>>[CH3:1][CH:2]1[N:3]([c:12]2[n:13][cH:14][n:15][c:16]3[cH:17][c:18]([O:24][CH3:25])[c:19]([O:22][CH3:23])[cH:20][c:21]23)[c:4]2[cH:5][cH:6][cH:7][cH:8][c:9]2[CH2:10]1. Reactants: NC1=CC=C(C#N)C=C1 (p-aminobenzonitrile), Cl (hydrochloric acid), N(=O)[O-].[Na+] (sodium nitrite), O1C(=CC=C1)C(=O)C (methyl 2-furyl ketone), CuCl2. Run in O (water), O (H2O), O (H2O), C(C)#N (acetonitrile). Conditions: time 45 minute. The product is C(C)(=O)C1=CC=C(O1)C1=CC=C(C#N)C=C1 (p-(5-acetyl-2-furyl)benzonitrile). Isolated yield 18.0%. As a reaction SMILES: N[C:2]1[CH:9]=[CH:8][C:5]([C:6]#[N:7])=[CH:4][CH:3]=1.Cl.N([O-])=O.[Na+].[O:15]1[CH:19]=[CH:18][CH:17]=[C:16]1[C:20]([CH3:22])=[O:21]>O.C(#N)C>[C:20]([C:16]1[O:15][C:19]([C:2]2[CH:9]=[CH:8][C:5]([C:6]#[N:7])=[CH:4][CH:3]=2)=[CH:18][CH:17]=1)(=[O:21])[CH3:22] |f:2.3|. Procedure: A mixture of 50 g (0.42 mole) of p-aminobenzonitrile, 146 ml of concentrated hydrochloric acid, and 106 ml of H2O was heated at 80° for for 20 minutes and then cooled to 0°. A solution of 29 g (0.42 mole) of sodium nitrite in 105 ml of H2O was added dropwise while maintaining the temperature at 0°-5° by means of an ice bath. The reaction was kept at 0° for 45 minutes. A solution of 47 g (0.42 mole) of methyl 2-furyl ketone in 43 ml of acetonitrile was added followed by a solution of 10 g of CuCl... Reactants: S(N)(O)(=O)=O (sulfamic acid), Cl(=O)[O-].[Na+] (sodium chlorite), ClC(COC(=O)OC=1C=C2C(C(=COC2=CC1OC(=O)OCC(Cl)(Cl)Cl)C=O)=O)(Cl)Cl (6,7-Bis(2,2,2-trichloroethoxycarbonyloxy)chromone-3-carboxaldehyde), ClC(COC(=O)OC=1C=C2C(C(=COC2=CC1OC(=O)OCC(Cl)(Cl)Cl)C=O)=O)(Cl)Cl (6,7-Bis(2,2,2-trichloroethoxycarbonyloxy)chromone-3-carboxaldehyde). Run in O (water), O (water), ClCCl (dichloromethane). Conditions: temperature 10 celsius. The product is ClC(COC(=O)OC=1C=C2C(C(=COC2=CC1OC(=O)OCC(Cl)(Cl)Cl)C(=O)O)=O)(Cl)Cl (6,7-Bis(2,2,2-trichloroethoxycarbonyloxy)chromone-3-carboxylic acid). The yield is 79.4%. As a reaction SMILES: [Cl:1][C:2]([Cl:31])([Cl:30])[CH2:3][O:4][C:5]([O:7][C:8]1[CH:9]=[C:10]2[C:15](=[CH:16][C:17]=1[O:18][C:19]([O:21][CH2:22][C:23]([Cl:26])([Cl:25])[Cl:24])=[O:20])[O:14][CH:13]=[C:12]([CH:27]=[O:28])[C:11]2=[O:29])=[O:6].S(=O)(=O)([OH:34])N.Cl([O-])=O.[Na+]>ClCCl.O>[Cl:31][C:2]([Cl:1])([Cl:30])[CH2:3][O:4][C:5]([O:7][C:8]1[CH:9]=[C:10]2[C:15](=[CH:16][C:17]=1[O:18][C:19]([O:21][CH2:22][C:23]([Cl:24])([Cl:25])[Cl:26])=[O:20])[O:14][CH:13]=[C:12]([C:27]([OH:34])=[O:28])[C:11]2=[O:29])=[O:6] |f:2.3|. Procedure details: The compound (838.4 mg) obtained in Example 4, (b) was dissolved in 16 ml of dichloromethane, and with stirring at 10° C., a solution of 525 mg of sulfamic acid in 9.5 ml of water was added, followed by addition of a solution of 262.8 mg of sodium chlorite in 0.6 ml of water. The mixture was stirred for 1 hour at the same temperature. The reaction mixture was allowed to separate. The dichloromethane layer was washed with water and then with a saturated aqueous solution of sodium chloride, and th... Yields the product C(C)(C)(C)C1=CC=CC(=N1)NC1=C(N=NC(=C1)Cl)C(=O)OC (methyl 4-(6-tert-butylpyridin-2-ylamino)-6-chloropyridazine-3-carboxylate). Procedure details: A mixture of methyl 4,6-dichloropyridazine-3-carboxylate (0.69 g, 3.33 mmol) and 6-tert-butylpyridin-2-amine (1.00 g, 6.67 mmol) was dissolved in acetonitrile (3 mL) and heated at 130° C. for 14 h The dark brown mixture was cooled, concentrated onto silica, and purified by chromatography (silica, 80 g, 0-20% acetone in dichloromethane, 40 min) to give methyl 4-(6-tert-butylpyridin-2-ylamino)-6-chloropyridazine-3-carboxylate (372 mg, 1.16 mmol, 35%) as a yellow solid. MS (EI/CI) m/z: 321.0 [M+H]. The solvent is C(C)#N (acetonitrile). Yield: 34.8%. Conditions: temperature 130 celsius. As a reaction SMILES: Cl[C:2]1[CH:7]=[C:6]([Cl:8])[N:5]=[N:4][C:3]=1[C:9]([O:11][CH3:12])=[O:10].[C:13]([C:17]1[N:22]=[C:21]([NH2:23])[CH:20]=[CH:19][CH:18]=1)([CH3:16])([CH3:15])[CH3:14]>C(#N)C>[C:13]([C:17]1[N:22]=[C:21]([NH:23][C:2]2[CH:7]=[C:6]([Cl:8])[N:5]=[N:4][C:3]=2[C:9]([O:11][CH3:12])=[O:10])[CH:20]=[CH:19][CH:18]=1)([CH3:16])([CH3:14])[CH3:15]. The reactants are ClC1=C(N=NC(=C1)Cl)C(=O)OC (methyl 4,6-dichloropyridazine-3-carboxylate), C(C)(C)(C)C1=CC=CC(=N1)N (6-tert-butylpyridin-2-amine). Starting materials: C=1C=CC(=CC1)[C@@H]2[C@H](O2)C=3C=CC=CC3 (trans-stilbene oxide), CCOCCOCCCN (3-[(2-ethoxy)ethoxy]-1-propylamine), O (water). Run in CC(=O)C (acetone). Reaction conditions: temperature 140 celsius. Product: C(C)OCCOCCCNC(C(O)C1=CC=CC=C1)C1=CC=CC=C1 (β-[[3-(2-Ethoxyethoxy)propyl]amino]-α-phenylbenzeneethanol). Yield: 87.3%. Reaction SMILES: [CH:1]1[CH:2]=[CH:3][C:4]([C@H:7]2[O:9][C@@H:8]2[C:10]2[CH:11]=[CH:12][CH:13]=[CH:14][CH:15]=2)=[CH:5][CH:6]=1.[CH3:16][CH2:17][O:18][CH2:19][CH2:20][O:21][CH2:22][CH2:23][CH2:24][NH2:25].O>CC(C)=O>[CH2:17]([O:18][CH2:19][CH2:20][O:21][CH2:22][CH2:23][CH2:24][NH:25][CH:7]([C:4]1[CH:3]=[CH:2][CH:1]=[CH:6][CH:5]=1)[CH:8]([C:10]1[CH:11]=[CH:12][CH:13]=[CH:14][CH:15]=1)[OH:9])[CH3:16]. Procedure: A mixture of trans-stilbene oxide (1.96 g, 0.010 mol) and 3-[(2-ethoxy)ethoxy]-1-propylamine (4.41 g, 0.030 mol) was heated at 140° C. for 5 hours. The reaction mixture was dissolved in acetone (20 mL) and the solution poured into water (120 mL). The solid that formed was collected by filtration and dried under ambient conditions to give 3.0 g (87%) of material. Recrystallization from isooctane gave 2.45 g of the product; mp 65°-66° C.